Dataset: the Open Reaction Database (ORD), a public repository of structured organic reaction records. Task: describe an organic reaction: reactants, conditions, products, and yield Starting materials: ClCCl, O=C(O)C(F)(F)F, CC(C)(C)OC(=O)C=Cc1ccc(C(=C2CCSCC2)c2ccc(O)cc2)cc1. Yields the product O=C(O)C=Cc1ccc(C(=C2CCSCC2)c2ccc(O)cc2)cc1. As a reaction SMILES: [Cl:37][CH2:38][Cl:39].[F:30][C:31]([F:32])([F:33])[C:34]([OH:35])=[O:36].[OH:1][c:2]1[cH:3][cH:4][c:5]([C:8]([c:9]2[cH:10][cH:11][c:12]([CH:15]=[CH:16][C:17](=[O:18])[O:19][C:20]([CH3:21])([CH3:22])[CH3:23])[cH:13][cH:14]2)=[C:24]2[CH2:25][CH2:26][S:27][CH2:28][CH2:29]2)[cH:6][cH:7]1>>[OH:1][c:2]1[cH:3][cH:4][c:5]([C:8]([c:9]2[cH:10][cH:11][c:12]([CH:15]=[CH:16][C:17](=[O:18])[OH:19])[cH:13][cH:14]2)=[C:24]2[CH2:25][CH2:26][S:27][CH2:28][CH2:29]2)[cH:6][cH:7]1. Reactants: ice, C(C1=CC=CC=C1)CN (N-benzylmethylamine), Cl (hydrochloric acid), FC=1C=C2CCCC(C2=CC1)=O (6-Fluoro-3,4-dihydro-2H-naphthalene-1-one), C=O (paraformaldehyde). The solvent is C(C)O (ethyl alcohol). Yields the product Cl.C(C1=CC=CC=C1)CNCC1C(C2=CC=C(C=C2CC1)F)=O (2-(N-Benzylmethylamino)methyl-6-fluoro-3,4-dihydro-2H-naphthalene-1-one hydrochloride). As a reaction SMILES: [CH2:1]([CH2:8][NH2:9])[C:2]1[CH:7]=[CH:6][CH:5]=[CH:4][CH:3]=1.[ClH:10].[F:11][C:12]1[CH:13]=[C:14]2[C:19](=[CH:20][CH:21]=1)[C:18](=[O:22])[CH2:17][CH2:16][CH2:15]2.[CH2:23]=O>C(O)C>[ClH:10].[CH2:1]([CH2:8][NH:9][CH2:23][CH:17]1[CH2:16][CH2:15][C:14]2[C:19](=[CH:20][CH:21]=[C:12]([F:11])[CH:13]=2)[C:18]1=[O:22])[C:2]1[CH:7]=[CH:6][CH:5]=[CH:4][CH:3]=1 |f:5.6|. Reported procedure: To an ice-cooled solution of N-benzylmethylamine (5.67 cm3) in ethyl alcohol (60 cm3) was added hydrochloric acid (5 M, 10 cm3). 6-Fluoro-3,4-dihydro-2H-naphthalene-1-one (6.00 g) and paraformaldehyde (1.32 g) were then added and the resulting mixture was stirred and heated to reflux for 4 h. Upon cooling, the alcohol was removed under reduced pressure and water (100 cm3) was added. The remaining tetralone was extracted into diethyl ether (100 cm3) and the aqueous mixture was then extracted furt... The product is BrC1=CC=CC(=N1)CC1CCC(O1)=O (5-[(6-bromo-2-pyridyl)-methyl]-tetrahydrofuran-2-one). The yield is 96.0%. Run at time 1 hour. As a reaction SMILES: C[O:2][C:3](=[O:16])[CH2:4][CH2:5][C:6](=O)[CH2:7][C:8]1[CH:13]=[CH:12][CH:11]=[C:10]([Br:14])[N:9]=1.[BH4-].[Na+].CC(C)=O>CO>[Br:14][C:10]1[N:9]=[C:8]([CH2:7][CH:6]2[O:16][C:3](=[O:2])[CH2:4][CH2:5]2)[CH:13]=[CH:12][CH:11]=1 |f:1.2|. The solvent is CO (methanol). Procedure: A solution of 490 mg of 5-(6-bromo-2-pyridyl)-4-oxo-pentanoic acid methyl ester in 20 ml of methanol is mixed under ice cooling with 72 mg of sodium borohydride and stirred for 1 hour at 0°-3° C. Then, 2 ml of acetone is added, stirred for 1 more hour and the reaction mixture is evaporated to dryness. The residue is distributed between water and ethyl acetate, the organic phase is dried on sodium sulfate and concentrated by evaporation. 421 mg of 5-[(6-bromo-2-pyridyl)-methyl]-tetrahydrofuran-2-... The reactants are COC(CCC(CC1=NC(=CC=C1)Br)=O)=O (5-(6-bromo-2-pyridyl)-4-oxo-pentanoic acid methyl ester), [BH4-].[Na+] (sodium borohydride), CC(=O)C (acetone). Procedure: 4-(4′-Cyanophenoxy)benzoic acid (1.00 g, 4.2 mmol) was dissolved in THF (40 mL) followed by the addition of 1,1-carbonyldiimidazole (0.745 g, 4.6 mmol) in small portions. This mixture was stirred for 1 hour whereupon 1,2-diamino-2-methylpropane (0.48 mL, 4.6 mmol) was added and the resultant mixture stirred for 20 hours at RT. The mixture was then concentrated in vacuo and the residue chromatographed over silica (10% MeOH/CHCl3) to provide 0.50 g (38%) of the desired product. MS. (FD+) 310.2 m.p... Starting materials: resultant mixture, C(#N)C1=CC=C(OC2=CC=C(C(=O)O)C=C2)C=C1 (4-(4′-Cyanophenoxy)benzoic acid), NCC(C)(C)N (1,2-diamino-2-methylpropane), 1,1-carbonyldiimidazole. The product is NC(CNC(C1=CC=C(C=C1)OC1=CC=C(C=C1)C#N)=O)(C)C (N-[2-Amino-2-methylpropyl]-4-(4-cyanophenoxy)benzamide). As a reaction SMILES: [C:1]([C:3]1[CH:18]=[CH:17][C:6]([O:7][C:8]2[CH:16]=[CH:15][C:11]([C:12]([OH:14])=O)=[CH:10][CH:9]=2)=[CH:5][CH:4]=1)#[N:2].[NH2:19][CH2:20][C:21]([NH2:24])([CH3:23])[CH3:22]>C1COCC1>[NH2:24][C:21]([CH3:23])([CH3:22])[CH2:20][NH:19][C:12](=[O:14])[C:11]1[CH:10]=[CH:9][C:8]([O:7][C:6]2[CH:5]=[CH:4][C:3]([C:1]#[N:2])=[CH:18][CH:17]=2)=[CH:16][CH:15]=1. Solvent: C1CCOC1 (THF). Yield: 38.5%.